describe an organic reaction: reactants, conditions, products, and yield From a dataset of the Open Reaction Database (ORD), a public repository of structured organic reaction records. Starting materials: O=Cc1cccc(OCc2ccccc2)c1, C[Si](C)(C)[N-][Si](C)(C)C, CCOC(=O)COC(C)C, [Cl-], [Li+], [NH4+], C1CCOC1. The product is CCOC(=O)C(OC(C)C)C(O)c1cccc(OCc2ccccc2)c1. Reaction SMILES: [CH2:21]([c:22]1[cH:23][cH:24][cH:25][cH:26][cH:27]1)[O:28][c:29]1[cH:30][c:31]([CH:32]=[O:33])[cH:34][cH:35][cH:36]1.[CH3:11][Si:12]([N-:13][Si:14]([CH3:15])([CH3:16])[CH3:17])([CH3:18])[CH3:19].[CH:1]([CH3:2])([CH3:3])[O:4][CH2:5][C:6](=[O:7])[O:8][CH2:9][CH3:10].[Cl-:37].[Li+:20].[NH4+:38].[O:39]1[CH2:40][CH2:41][CH2:42][CH2:43]1>>[CH:1]([CH3:2])([CH3:3])[O:4][CH:5]([C:6](=[O:7])[O:8][CH2:9][CH3:10])[CH:32]([c:31]1[cH:30][c:29]([O:28][CH2:21][c:22]2[cH:23][cH:24][cH:25][cH:26][cH:27]2)[cH:36][cH:35][cH:34]1)[OH:33].